This data is from the Open Reaction Database (ORD), a public repository of structured organic reaction records. The task is: describe an organic reaction: reactants, conditions, products, and yield Starting materials: OC=1C=C(C(=O)OC)C=CC1[N+](=O)[O-] (methyl 3-hydroxy-4-nitro-benzoate), CC(CO)=C (2-methyl-allyl alcohol), C1(=CC=CC=C1)P(C1=CC=CC=C1)C1=CC=CC=C1 (Triphenyl phosphine), N(=NC(=O)OCC)C(=O)OCC (diethyl azodicarboxylate), Cl (hydrochloric acid). Run in O1CCCC1 (tetrahydrofuran), O (water), O1CCCC1 (tetrahydrofuran). Reaction conditions: time 30 minute. The product is CC(COC=1C=C(C(=O)OC)C=CC1[N+](=O)[O-])=C (methyl 3-(2-methylallyloxy)-4-nitro-benzoate). Yield: 79.6%. Reaction SMILES: C1(P(C2C=CC=CC=2)C2C=CC=CC=2)C=CC=CC=1.N(C(OCC)=O)=NC(OCC)=O.[OH:32][C:33]1[CH:34]=[C:35]([CH:40]=[CH:41][C:42]=1[N+:43]([O-:45])=[O:44])[C:36]([O:38][CH3:39])=[O:37].[CH3:46][C:47](=[CH2:50])[CH2:48]O.Cl>O1CCCC1.O>[CH3:48][C:47](=[CH2:46])[CH2:50][O:32][C:33]1[CH:34]=[C:35]([CH:40]=[CH:41][C:42]=1[N+:43]([O-:45])=[O:44])[C:36]([O:38][CH3:39])=[O:37]. Reported procedure: Triphenyl phosphine (7.87 g, 30 mmol) was dissolved in 80 mL of tetrahydrofuran followed by the addition of diethyl azodicarboxylate (5.23 g, 30 mmol) in a dry ice bath. The reaction mixture was stirred 30 minutes, added dropwise with a solution of methyl 3-hydroxy-4-nitro-benzoate 1b (2.96 g, 15 mmol) in tetrahydrofuran, and stirred 10 minutes followed by the addition of 2-methyl-allyl alcohol (1.41 g, 19.50 mmol), then stirred for another 1 hour. The resulting mixture was heated to room temper...